This data is from the Open Reaction Database (ORD), a public repository of structured organic reaction records. The task is: describe an organic reaction: reactants, conditions, products, and yield The reactants are BrB(Br)Br, COc1ccc(Br)c2oc(N3CCOCC3)nc12, ClCCl. The product is Oc1ccc(Br)c2oc(N3CCOCC3)nc12. RXN SMILES: [B:1]([Br:2])([Br:3])[Br:4].[Br:5][c:6]1[cH:7][cH:8][c:9]([O:21][CH3:22])[c:10]2[n:11][c:12]([N:15]3[CH2:16][CH2:17][O:18][CH2:19][CH2:20]3)[o:13][c:14]12.[Cl:23][CH2:24][Cl:25]>>[Br:5][c:6]1[cH:7][cH:8][c:9]([OH:21])[c:10]2[n:11][c:12]([N:15]3[CH2:16][CH2:17][O:18][CH2:19][CH2:20]3)[o:13][c:14]12. Yields the product O=C(O)COc1ccc(-c2ccc(CNC(=O)c3cnn(-c4ccccc4)c3C(F)(F)F)cc2)cc1. RXN SMILES: [CH2:41]1[O:42][CH2:43][CH2:44][CH2:45]1.[CH3:1][CH:2]([C:3](=[O:4])[O-:5])[O:6][c:7]1[cH:8][cH:9][c:10](-[c:13]2[cH:14][cH:15][c:16]([CH2:19][NH:20][C:21](=[O:22])[c:23]3[cH:24][n:25][n:26](-[c:32]4[cH:33][cH:34][cH:35][cH:36][cH:37]4)[c:27]3[C:28]([F:29])([F:30])[F:31])[cH:17][cH:18]2)[cH:11][cH:12]1.[ClH:40].[Na+:39].[OH-:38].[OH2:46]>>[CH2:2]([C:3](=[O:4])[OH:5])[O:6][c:7]1[cH:8][cH:9][c:10](-[c:13]2[cH:14][cH:15][c:16]([CH2:19][NH:20][C:21](=[O:22])[c:23]3[cH:24][n:25][n:26](-[c:32]4[cH:33][cH:34][cH:35][cH:36][cH:37]4)[c:27]3[C:28]([F:29])([F:30])[F:31])[cH:17][cH:18]2)[cH:11][cH:12]1. Reactants: C1CCOC1, CC(Oc1ccc(-c2ccc(CNC(=O)c3cnn(-c4ccccc4)c3C(F)(F)F)cc2)cc1)C(=O)[O-], Cl, [Na+], [OH-], O. The reactants are O (Water), N1=NC(=CC=C1)NC(OCC(Cl)(Cl)Cl)=O (2,2,2-trichloroethyl pyridazin-3-ylcarbamate), C1(=CC(=CC=C1)N1CCNCC1)C1=CC=CC=C1 (1-biphenyl-3-ylpiperazine), C(C)(C)N(CC)C(C)C (diisopropylethylamine). Solvent: CS(=O)C (dimethylsulfoxide). The product is C1(=CC(=CC=C1)N1CCN(CC1)C(=O)NC=1N=NC=CC1)C1=CC=CC=C1 (4-Biphenyl-3-yl-N-pyridazin-3-ylpiperazine-1-carboxamide). Yield: 20.0%. As a reaction SMILES: [N:1]1[CH:6]=[CH:5][CH:4]=[C:3]([NH:7][C:8](=[O:15])OCC(Cl)(Cl)Cl)[N:2]=1.[C:16]1([C:28]2[CH:33]=[CH:32][CH:31]=[CH:30][CH:29]=2)[CH:21]=[CH:20][CH:19]=[C:18]([N:22]2[CH2:27][CH2:26][NH:25][CH2:24][CH2:23]2)[CH:17]=1.C(N(C(C)C)CC)(C)C.O>CS(C)=O>[C:16]1([C:28]2[CH:29]=[CH:30][CH:31]=[CH:32][CH:33]=2)[CH:21]=[CH:20][CH:19]=[C:18]([N:22]2[CH2:23][CH2:24][N:25]([C:8]([NH:7][C:3]3[N:2]=[N:1][CH:6]=[CH:5][CH:4]=3)=[O:15])[CH2:26][CH2:27]2)[CH:17]=1. Procedure details: A mixed solution of 2,2,2-trichloroethyl pyridazin-3-ylcarbamate (250 mg, 0.923 mmol), 1-biphenyl-3-ylpiperazine (200 mg, 0.839 mmol) and diisopropylethylamine (0.292 ml, 1.68 mmol) in dimethylsulfoxide (2.5 ml) was stirred at 70° C. for 12 hours. Water was poured into the reaction solution, and extracted with ethyl acetate. The extract was washed with water, dried over anhydrous magnesium sulfate, and the solvent was distilled away under reduce pressure. The residue was purified by silica gel c... Reactants: CC(C)(C)c1ccc(S(=O)(=O)Cl)cc1, CCC(=O)O, Cl, Nc1ccc2[nH]c(=O)c3[nH]ccc3c2c1. The product is CCC(=O)O, CC(C)(C)c1ccc(S(=O)(=O)Nc2ccc3[nH]c(=O)c4[nH]ccc4c3c2)cc1. RXN SMILES: [C:22]([CH3:23])([CH3:24])([CH3:25])[c:26]1[cH:27][cH:28][c:29]([S:32](=[O:33])(=[O:34])[Cl:35])[cH:30][cH:31]1.[CH2:2]([CH3:3])[C:4](=[O:5])[OH:6].[ClH:1].[NH2:7][c:8]1[cH:9][c:10]2[c:11]3[c:12]([c:13](=[O:18])[nH:14][c:15]2[cH:16][cH:17]1)[nH:19][cH:20][cH:21]3>>[CH2:2]([CH3:3])[C:4](=[O:5])[OH:6].[NH:7]([c:8]1[cH:9][c:10]2[c:11]3[c:12]([c:13](=[O:18])[nH:14][c:15]2[cH:16][cH:17]1)[nH:19][cH:20][cH:21]3)[S:32]([c:29]1[cH:28][cH:27][c:26]([C:22]([CH3:23])([CH3:24])[CH3:25])[cH:31][cH:30]1)(=[O:33])=[O:34]. Starting materials: N=1C=CN2C1C=CC=C2OCCCCN2C(SCC2=O)=O (3-[4-(imidazo-[1,2-a]pyridin-5-yloxy)butyl]thiazolidine-2,4-dione), C(CCC)=O (n-butyraldehyde), N1CCCCC1 (piperidine). The solvent is C(C)O (ethanol). The product is C(CCC)=C1C(N(C(S1)=O)CCCCOC1=CC=CC=2N1C=CN2)=O (5-butylidene-3-[4-(imidazo[1,2-a]pyridin-5-yloxy)butyl]thiazolidine-2,4-dione). Reaction SMILES: [N:1]1[CH:2]=[CH:3][N:4]2[C:9]([O:10][CH2:11][CH2:12][CH2:13][CH2:14][N:15]3[C:19](=[O:20])[CH2:18][S:17][C:16]3=[O:21])=[CH:8][CH:7]=[CH:6][C:5]=12.[CH:22](=O)[CH2:23][CH2:24][CH3:25].N1CCCCC1>C(O)C>[CH:22](=[C:18]1[S:17][C:16](=[O:21])[N:15]([CH2:14][CH2:13][CH2:12][CH2:11][O:10][C:9]2[N:4]3[CH:3]=[CH:2][N:1]=[C:5]3[CH:6]=[CH:7][CH:8]=2)[C:19]1=[O:20])[CH2:23][CH2:24][CH3:25]. Procedure: To a solution of 1.71 g (5.6 mmol) of 3-[4-(imidazo-[1,2-a]pyridin-5-yloxy)butyl]thiazolidine-2,4-dione and 0.51 ml (5.6 mmol) of n-butyraldehyde in 50 ml of ethanol, 0.05 ml (0.5 mmol) of piperidine was added, followed by refluxing for 2 hours. After the reaction mixture was cooled, the solvent was distilled off. The residue was dissolved in chloroform, washed with saturated aqueous sodium hydrogen carbonate and dried, after which the solvent was distilled off. The residue was purified by colum... The reactants are COC1=CC=C(C=C1C(=O)O)C(=O)N (6-methoxyisophthalamic acid), O1CCOC2=C1C=CC(=C2)N (2,3-dihydrobenzo[1,4]dioxin-6-ylamine). Product: O1CCOC2=C1C=CC(=C2)NC(C=2C=C(C(=O)N)C=CC2OC)=O (3-N-(2,3-dihydrobenzo[1,4]dioxin-6-yl)-4-methoxyisophthalamide). As a reaction SMILES: [CH3:1][O:2][C:3]1[C:8]([C:9]([OH:11])=O)=[CH:7][C:6]([C:12]([NH2:14])=[O:13])=[CH:5][CH:4]=1.[O:15]1[C:20]2[CH:21]=[CH:22][C:23]([NH2:25])=[CH:24][C:19]=2[O:18][CH2:17][CH2:16]1>>[O:15]1[C:20]2[CH:21]=[CH:22][C:23]([NH:25][C:9](=[O:11])[C:8]3[CH:7]=[C:6]([CH:5]=[CH:4][C:3]=3[O:2][CH3:1])[C:12]([NH2:14])=[O:13])=[CH:24][C:19]=2[O:18][CH2:17][CH2:16]1. Procedure: The captioned compound was synthesized from 6-methoxyisophthalamic acid and 2,3-dihydrobenzo[1,4]dioxin-6-ylamine by the same procedure as in the manufacturing method described in step C of Example 1-3-1. Starting materials: C(C1=CC=CC=C1)OC(=O)C=1NC=CC1 (1H-pyrrole-2-carboxylic acid benzyl ester), CN(C)C=O (DMF), O=P(Cl)(Cl)Cl (POCl3), Heterocycles, C(C)(=O)[O-].[Na+] (sodium acetate). Solvent: C(Cl)Cl (DCM), O (water), C(Cl)Cl (DCM). Conditions: time 15 minute. Product: C(C1=CC=CC=C1)OC(=O)C=1NC(=CC1)C=O (5-formyl-1H-pyrrole-2-carboxylic acid benzyl ester), C(C1=CC=CC=C1)OC(=O)C=1NC=C(C1)C=O (4-formyl-1H-pyrrole-2-carboxylic acid benzyl ester). Reaction SMILES: CN([CH:4]=[O:5])C.O=P(Cl)(Cl)Cl.[CH2:11]([O:18][C:19]([C:21]1[NH:22][CH:23]=[CH:24][CH:25]=1)=[O:20])[C:12]1[CH:17]=[CH:16][CH:15]=[CH:14][CH:13]=1.[C:26]([O-])(=[O:28])C.[Na+]>C(Cl)Cl.O>[CH2:11]([O:18][C:19]([C:21]1[NH:22][C:23]([CH:4]=[O:5])=[CH:24][CH:25]=1)=[O:20])[C:12]1[CH:13]=[CH:14][CH:15]=[CH:16][CH:17]=1.[CH2:11]([O:18][C:19]([C:21]1[NH:22][CH:23]=[C:24]([CH:26]=[O:28])[CH:25]=1)=[O:20])[C:12]1[CH:13]=[CH:14][CH:15]=[CH:16][CH:17]=1 |f:3.4|. Procedure details: To DMF (5.93 g) was added POCl3 (12.45 g) dropwise at 0° C. The mixture was warmed to RT, diluted with DCM (40 mL) and cooled again to 0° C. A solution of 1H-pyrrole-2-carboxylic acid benzyl ester (15.00 g, prepared by adopting a procedure from J. Barry, G. Bram and A. Petit, Heterocycles 1985, 23, 875-880) in DCM (40 mL) was added dropwise at such a rate that the temperature of the reaction mixture did not rise above 0° C. The reaction was the heated to reflux for 30 min whereupon it was cooled... Product: N#Cc1ccc2c(cc(CC(F)(F)F)n2Cc2noc(-c3cc(C(F)(F)F)cc(C(F)(F)F)c3)n2)c1C(F)(F)F. Reaction SMILES: [C:21](=[O:22])([O-:23])[O-:24].[CH3:48][C:49]#[N:50].[CH3:51][CH2:52][O:53][C:54]([CH3:55])=[O:56].[Cs+:25].[Cs+:26].[F:1][C:2]([CH2:3][c:4]1[nH:5][c:6]2[cH:7][cH:8][c:9]([C:17]#[N:18])[c:10]([C:13]([F:14])([F:15])[F:16])[c:11]2[cH:12]1)([F:19])[F:20].[F:27][C:28]([c:29]1[cH:30][c:31](-[c:39]2[n:40][c:41]([CH2:44][Cl:45])[n:42][o:43]2)[cH:32][c:33]([C:35]([F:36])([F:37])[F:38])[cH:34]1)([F:46])[F:47]>>[F:1][C:2]([CH2:3][c:4]1[n:5]([CH2:44][c:41]2[n:40][c:39](-[c:31]3[cH:30][c:29]([C:28]([F:27])([F:46])[F:47])[cH:34][c:33]([C:35]([F:36])([F:37])[F:38])[cH:32]3)[o:43][n:42]2)[c:6]2[cH:7][cH:8][c:9]([C:17]#[N:18])[c:10]([C:13]([F:14])([F:15])[F:16])[c:11]2[cH:12]1)([F:19])[F:20]. Starting materials: O=C([O-])[O-], CC#N, CCOC(C)=O, [Cs+], [Cs+], N#Cc1ccc2[nH]c(CC(F)(F)F)cc2c1C(F)(F)F, FC(F)(F)c1cc(-c2nc(CCl)no2)cc(C(F)(F)F)c1. Starting materials: [I-].[Na+] (sodium iodide), ClCCCCC[C@H]1[C@H]2[C@@H]3CC[C@@H]([C@@]3(C)C[C@@H]([C@@H]2C=2C=CC(=CC2C1)O)F)O (7α-(5-chloropentyl)-11β-fluor-estra-1,3,5(10)-triene-3,17β-diol), O (water). Run in C(C)C(=O)C (ethylmethylketone). Conditions: temperature 90 celsius, time 8 hour. Yields the product F[C@@H]1[C@@H]2C=3C=CC(=CC3C[C@H]([C@H]2[C@@H]2CC[C@@H]([C@@]2(C)C1)O)CCCCCI)O (11β-fluor-7α-(5-iodopentyl)-estra-1,3,5(10)-triene-3,17β-diol). The yield is 97.7%. RXN SMILES: Cl[CH2:2][CH2:3][CH2:4][CH2:5][CH2:6][C@@H:7]1[CH2:24][C:23]2[CH:22]=[C:21]([OH:25])[CH:20]=[CH:19][C:18]=2[C@@H:17]2[C@@H:8]1[C@H:9]1[C@@:13]([CH2:15][C@@H:16]2[F:26])([CH3:14])[C@@H:12]([OH:27])[CH2:11][CH2:10]1.[I-:28].[Na+].O>C(C(C)=O)C>[F:26][C@H:16]1[CH2:15][C@@:13]2([CH3:14])[C@@H:9]([CH2:10][CH2:11][C@@H:12]2[OH:27])[C@H:8]2[C@H:17]1[C:18]1[CH:19]=[CH:20][C:21]([OH:25])=[CH:22][C:23]=1[CH2:24][C@H:7]2[CH2:6][CH2:5][CH2:4][CH2:3][CH2:2][I:28] |f:1.2|. Reported procedure: 4.29 g of 7α-(5-chloropentyl)-11β-fluor-estra-1,3,5(10)-triene-3,17β-diol is dissolved in 60 ml of ethylmethylketone, mixed with 4.91 g of sodium iodide and stirred overnight at 90° C. For working-up, the reaction mixture is cooled to room temperature, stirred into water, extracted 3 times with ethyl acetate, washed with thiosulfate solution, dried on magnesium sulfate and concentrated by evaporation in a vacuum. 5.16 g of 11β-fluor-7α-(5-iodopentyl)-estra-1,3,5(10)-triene-3,17β-diol is obtained... Starting materials: O.O.NN (hydrazine dihydrate), [OH-].[K+] (potassium hydroxide), BrC=1C=CC2=C(C=C(O2)C(C2=CC=C(C=C2)OC)=O)C1 (5-bromo-2-(4-methoxybenzoyl)benzofuran). Run in C(COCCO)O (diethylene glycol). The product is BrC=1C=CC2=C(C=C(O2)CC2=CC=C(C=C2)OC)C1 (5-bromo-2-(4-methoxybenzyl)benzofuran). The yield is 82.5%. RXN SMILES: [OH-].[K+].O.O.NN.[Br:7][C:8]1[CH:9]=[CH:10][C:11]2[O:15][C:14]([C:16](=O)[C:17]3[CH:22]=[CH:21][C:20]([O:23][CH3:24])=[CH:19][CH:18]=3)=[CH:13][C:12]=2[CH:26]=1>C(O)COCCO>[Br:7][C:8]1[CH:9]=[CH:10][C:11]2[O:15][C:14]([CH2:16][C:17]3[CH:18]=[CH:19][C:20]([O:23][CH3:24])=[CH:21][CH:22]=3)=[CH:13][C:12]=2[CH:26]=1 |f:0.1,2.3.4|. Procedure: 5.07 g of potassium hydroxide was added to 30 ml of diethylene glycol, and the mixture was stirred at room temperature during which 5.5 g of 80% hydrazine dihydrate.2H2O and 5.0 g of 5-bromo-2-(4-methoxybenzoyl)benzofuran were further added. The thus prepared mixture was refluxed under heating. After cooling, the resulting reaction solution was adjusted to pH 4-5, extracted with benzene, and then dried. After distilling off the solvent, the resulting residue was purified by subjecting it to sili...